This data is from the Open Reaction Database (ORD), a public repository of structured organic reaction records. The task is: describe an organic reaction: reactants, conditions, products, and yield Starting materials: CC12C=CC(CC1)(CC2)C(=O)O (4-methylbicyclo[2.2.2]oct-2-ene-1-yl carboxylic acid), [H][H] (hydrogen). Reagents/catalysts: [Pd] (palladium on carbon). Run in C(C)O (ethanol). Product: CC12CCC(CC1)(CC2)C(=O)O (4-methylbicyclo[2.2.2]oct-1-yl carboxylic acid). RXN SMILES: [CH3:1][C:2]12[CH2:9][CH2:8][C:5]([C:10]([OH:12])=[O:11])([CH2:6][CH2:7]1)[CH:4]=[CH:3]2.[H][H]>[Pd].C(O)C>[CH3:1][C:2]12[CH2:9][CH2:8][C:5]([C:10]([OH:12])=[O:11])([CH2:4][CH2:3]1)[CH2:6][CH2:7]2. Reported procedure: In this preparation a mixture containing 0.1 mole of 4-methylbicyclo[2.2.2]oct-2-ene-1-yl carboxylic acid and 1 g. of 5% palladium on carbon catalyst in 300 ml. of ethanol is stirred under hydrogen, at room temperature, until no more hydrogen is absorbed (about 2.4 liters are absorbed). The catalyst is then filtered off and the solvent removed from the filtrate by evaporation, under vacuum, affording 4-methylbicyclo[2.2.2]oct-1-yl carboxylic acid. Starting materials: Br, CCOC(=O)N1c2ccc(Br)cc2C(NC(=O)OCc2ccccc2)CC1CC, CC(=O)O. Yields the product CCOC(=O)N1c2ccc(Br)cc2C(N)CC1CC. Reaction SMILES: [BrH:30].[CH2:1]([CH3:2])[O:3][C:4](=[O:5])[N:6]1[CH:7]([CH2:28][CH3:29])[CH2:8][CH:9]([NH:17][C:18]([O:19][CH2:20][c:21]2[cH:22][cH:23][cH:24][cH:25][cH:26]2)=[O:27])[c:10]2[cH:11][c:12]([Br:16])[cH:13][cH:14][c:15]21.[CH3:31][C:32](=[O:33])[OH:34]>>[CH2:1]([CH3:2])[O:3][C:4](=[O:5])[N:6]1[CH:7]([CH2:28][CH3:29])[CH2:8][CH:9]([NH2:17])[c:10]2[cH:11][c:12]([Br:16])[cH:13][cH:14][c:15]21.